This data is from the Open Reaction Database (ORD), a public repository of structured organic reaction records. The task is: describe an organic reaction: reactants, conditions, products, and yield Reactants: C(C1=CC=CC=C1)OC(=O)N1CC2=C(C=CC(=C2CC1)Br)F (5-bromo-8-fluoro-3,4-dihydro-1H-isoquinoline-2-carboxylic acid benzyl ester), C(C)OC(CC1=CC(=C(C=C1)OC)B1OC(C(O1)(C)C)(C)C)=O ([4-methoxy-3-(4,4,5,5-tetramethyl-[1,3,2]dioxaborolan-2-yl)-phenyl]-acetic acid ethyl ester), C([O-])([O-])=O.[Na+].[Na+] (sodium carbonate). Reagents/catalysts: [Pd].C1(=CC=CC=C1)P(C1=CC=CC=C1)C1=CC=CC=C1.C1(=CC=CC=C1)P(C1=CC=CC=C1)C1=CC=CC=C1.C1(=CC=CC=C1)P(C1=CC=CC=C1)C1=CC=CC=C1.C1(=CC=CC=C1)P(C1=CC=CC=C1)C1=CC=CC=C1 (tetrakis(triphenylphosphine) palladium (0)). The solvent is C1(=CC=CC=C1)C.CO.O (toluene MeOH water). Conditions: temperature 100 celsius, time 18 hour. The product is C(C1=CC=CC=C1)OC(=O)N1CC2=C(C=CC(=C2CC1)C1=C(C=CC(=C1)CC(=O)OCC)OC)F (5-(5-Ethoxycarbonylmethyl-2-methoxy-phenyl)-8-fluoro-3,4-dihydro-1H-isoquinoline-2-carboxylic acid benzyl ester). As a reaction SMILES: [CH2:1]([O:8][C:9]([N:11]1[CH2:20][CH2:19][C:18]2[C:13](=[C:14]([F:22])[CH:15]=[CH:16][C:17]=2Br)[CH2:12]1)=[O:10])[C:2]1[CH:7]=[CH:6][CH:5]=[CH:4][CH:3]=1.[CH2:23]([O:25][C:26](=[O:45])[CH2:27][C:28]1[CH:33]=[CH:32][C:31]([O:34][CH3:35])=[C:30](B2OC(C)(C)C(C)(C)O2)[CH:29]=1)[CH3:24].C(=O)([O-])[O-].[Na+].[Na+]>C1(C)C=CC=CC=1.CO.O.[Pd].C1(P(C2C=CC=CC=2)C2C=CC=CC=2)C=CC=CC=1.C1(P(C2C=CC=CC=2)C2C=CC=CC=2)C=CC=CC=1.C1(P(C2C=CC=CC=2)C2C=CC=CC=2)C=CC=CC=1.C1(P(C2C=CC=CC=2)C2C=CC=CC=2)C=CC=CC=1>[CH2:1]([O:8][C:9]([N:11]1[CH2:20][CH2:19][C:18]2[C:13](=[C:14]([F:22])[CH:15]=[CH:16][C:17]=2[C:30]2[CH:29]=[C:28]([CH2:27][C:26]([O:25][CH2:23][CH3:24])=[O:45])[CH:33]=[CH:32][C:31]=2[O:34][CH3:35])[CH2:12]1)=[O:10])[C:2]1[CH:7]=[CH:6][CH:5]=[CH:4][CH:3]=1 |f:2.3.4,5.6.7,8.9.10.11.12|. Procedure details: To a mixture under N2 of 5-bromo-8-fluoro-3,4-dihydro-1H-isoquinoline-2-carboxylic acid benzyl ester (529 mg, 1.45 mmol, 1.00 eq.), [4-methoxy-3-(4,4,5,5-tetramethyl-[1,3,2]dioxaborolan-2-yl)-phenyl]-acetic acid ethyl ester (659 mg, 1.45 mmol, 1.00 eq.) and sodium carbonate (616 mg, 5.81 mmol, 4.00 eq.) in toluene/MeOH/water 20:4:1 (29 mL), tetrakis(triphenylphosphine) palladium (0) (84 mg, 0.07 mmol, 0.05 eq.) was added and the mixture was stirred at 100° C. for 18 hours. The mixture was allowe...